This data is from the Open Reaction Database (ORD), a public repository of structured organic reaction records. The task is: describe an organic reaction: reactants, conditions, products, and yield The reactants are COCN(c1cc(Cl)cnc1Br)S(=O)(=O)c1ccc(Cl)c(C(F)(F)F)c1, C1CCOC1, CC(C)[Mg+], [Cl-], CON(C)C(=O)c1ccccc1Cl. Product: COCN(c1cc(Cl)cnc1C(=O)c1ccccc1Cl)S(=O)(=O)c1ccc(Cl)c(C(F)(F)F)c1. As a reaction SMILES: [Br:1][c:2]1[n:3][cH:4][c:5]([Cl:26])[cH:6][c:7]1[N:8]([S:9](=[O:10])(=[O:11])[c:12]1[cH:13][c:14]([C:19]([F:20])([F:21])[F:22])[c:15]([Cl:18])[cH:16][cH:17]1)[CH2:23][O:24][CH3:25].[CH2:45]1[O:46][CH2:47][CH2:48][CH2:49]1.[CH:28]([Mg+:29])([CH3:30])[CH3:31].[Cl-:27].[Cl:32][c:33]1[c:34]([C:35](=[O:36])[N:37]([O:38][CH3:39])[CH3:40])[cH:41][cH:42][cH:43][cH:44]1>>[c:2]1([C:35]([c:34]2[c:33]([Cl:32])[cH:44][cH:43][cH:42][cH:41]2)=[O:36])[n:3][cH:4][c:5]([Cl:26])[cH:6][c:7]1[N:8]([S:9](=[O:10])(=[O:11])[c:12]1[cH:13][c:14]([C:19]([F:20])([F:21])[F:22])[c:15]([Cl:18])[cH:16][cH:17]1)[CH2:23][O:24][CH3:25]. Reactants: CCc1cc2cccc(Br)n2n1, O, O=[N+]([O-])O, O=S(=O)(O)O. Yields the product CCc1nn2c(Br)cccc2c1[N+](=O)[O-]. Reaction SMILES: [Br:5][c:6]1[cH:7][cH:8][cH:9][c:10]2[n:11]1[n:12][c:13]([CH2:15][CH3:16])[cH:14]2.[OH2:17].[OH:1][N+:2]([O-:3])=[O:4].[S:18](=[O:19])(=[O:20])([OH:21])[OH:22]>>[O-:1][N+:2](=[O:4])[c:14]1[c:10]2[cH:9][cH:8][cH:7][c:6]([Br:5])[n:11]2[n:12][c:13]1[CH2:15][CH3:16].